describe an organic reaction: reactants, conditions, products, and yield From a dataset of the Open Reaction Database (ORD), a public repository of structured organic reaction records. Procedure details: To a suspension of hexanes-washed sodium hydride (918 mg, 22.95 mmol) in 10 mL anhydrous tetrahydrofuran at 0° C. was added 3,3,3-trifluoropropanol (3.5 g, 30.60 mmol) dropwise. After the addition was complete, the mixture was stirred at room temperature for 30 minutes. 2-Iodothiophene (3.21 g, 15.30 mmol) and copper(I) iodide (728 mg, 3.82 mmol) were added, the reaction vessel was flushed with argon, sealed and stirred at 100° C. for 48 h. The reaction mixture was allowed to cool to room temper... Reaction conditions: time 30 minute. Reactants: IC=1SC=CC1 (2-Iodothiophene), [H-].[Na+] (sodium hydride), FC(CCO)(F)F (3,3,3-trifluoropropanol). The reagents and catalysts are [Cu]I (copper(I) iodide). Product: FC(CCOC=1SC=CC1)(F)F (2-(3,3,3-trifluoropropoxyl)thiophene). Yield: 56.6%. Solvent: hexanes, O1CCCC1 (tetrahydrofuran). Reaction SMILES: [H-].[Na+].[F:3][C:4]([F:9])([F:8])[CH2:5][CH2:6][OH:7].I[C:11]1[S:12][CH:13]=[CH:14][CH:15]=1>O1CCCC1.[Cu]I>[F:3][C:4]([F:9])([F:8])[CH2:5][CH2:6][O:7][C:11]1[S:12][CH:13]=[CH:14][CH:15]=1 |f:0.1|. Starting materials: [H-].[Na+] (sodium hydride), NC1=C(C=[N+](C=C1Cl)[O-])Cl (4-amino-3,5-dichloropyridine-N-oxide), [N+](=O)([O-])C1=CC=C(C=C1)OC(=O)C=1C=CC(=C2C1C=C(O2)C(C)OC2CCNCC2)OC (7-methoxy-2-(1-methyl-piperidin-4-yloxymethyl)-benzofuran-4-carboxylic acid 4-nitrophenyl ester). The solvent is CN(C=O)C (N,N-dimethylformamide). Yields the product ClC=1CN(C=C(C1NC(=O)C=1C=CC(=C2C1C=C(O2)C(C)OC2CCNCC2)OC)Cl)O (7-Methoxy-2-(1-methyl-piperidin-4-yloxymethyl)-benzofuran-4-carboxylic Acid (3,5-dichloro-1-hydroxy-pyridin-4-yl)-amide). Isolated yield 24.9%. RXN SMILES: [H-].[Na+].[NH2:3][C:4]1[C:9]([Cl:10])=[CH:8][N+:7]([O-:11])=[CH:6][C:5]=1[Cl:12].[N+](C1C=CC([O:22][C:23]([C:25]2[CH:26]=[CH:27][C:28]([O:43][CH3:44])=[C:29]3[O:33][C:32]([CH:34]([O:36][CH:37]4[CH2:42][CH2:41][NH:40][CH2:39][CH2:38]4)[CH3:35])=[CH:31][C:30]=23)=O)=CC=1)([O-])=O>CN(C)C=O>[Cl:12][C:5]1[CH2:6][N:7]([OH:11])[CH:8]=[C:9]([Cl:10])[C:4]=1[NH:3][C:23]([C:25]1[CH:26]=[CH:27][C:28]([O:43][CH3:44])=[C:29]2[O:33][C:32]([CH:34]([O:36][CH:37]3[CH2:42][CH2:41][NH:40][CH2:39][CH2:38]3)[CH3:35])=[CH:31][C:30]=12)=[O:22] |f:0.1|. Reported procedure: Prepared from sodium hydride (115 mg of a 60% dispersion in oil), 4-amino-3,5-dichloropyridine-N-oxide (474 mg), 7-methoxy-2-(1-methyl-piperidin-4-yloxymethyl)-benzofuran-4-carboxylic acid 4-nitrophenyl ester (389 mg) in N,N-dimethylformamide. Purification by column chromatography eluting with 20% methanol in dichloromethane afforded the desired product as a light brown solid (106 mg). The reactants are CCOC(C)=O, [H][H], COC(=O)C=C(C)C=C(C)CC(C)CCCCC1OC(=O)C1CO. Product: COC(=O)C=C(C)CC(C)CC(C)CCCCC1OC(=O)C1CO. Reaction SMILES: [CH3:27][CH2:28][O:29][C:30]([CH3:31])=[O:32].[H:25][H:26].[OH:1][CH2:2][CH:3]1[CH:4]([CH2:8][CH2:9][CH2:10][CH2:11][CH:12]([CH2:13][C:14](=[CH:15][C:16](=[CH:17][C:18](=[O:19])[O:20][CH3:21])[CH3:22])[CH3:23])[CH3:24])[O:5][C:6]1=[O:7]>>[OH:1][CH2:2][CH:3]1[CH:4]([CH2:8][CH2:9][CH2:10][CH2:11][CH:12]([CH2:13][CH:14]([CH2:15][C:16](=[CH:17][C:18](=[O:19])[O:20][CH3:21])[CH3:22])[CH3:23])[CH3:24])[O:5][C:6]1=[O:7]. Starting materials: CC(C)(C)[Si](Cl)(c1ccccc1)c1ccccc1, CN(C)C=O, O, c1c[nH]cn1, Oc1ccc2cn[nH]c2c1. Product: CC(C)(C)[Si](Oc1ccc2cn[nH]c2c1)(c1ccccc1)c1ccccc1. RXN SMILES: [C:6]([CH3:7])([CH3:8])([CH3:9])[Si:10]([c:11]1[cH:12][cH:13][cH:14][cH:15][cH:16]1)([c:17]1[cH:18][cH:19][cH:20][cH:21][cH:22]1)[Cl:23].[CH3:35][N:36]([CH3:37])[CH:38]=[O:39].[OH2:34].[nH:1]1[cH:2][cH:3][n:4][cH:5]1.[nH:24]1[n:25][cH:26][c:27]2[cH:28][cH:29][c:30]([OH:33])[cH:31][c:32]12>>[C:6]([CH3:7])([CH3:8])([CH3:9])[Si:10]([c:11]1[cH:12][cH:13][cH:14][cH:15][cH:16]1)([c:17]1[cH:18][cH:19][cH:20][cH:21][cH:22]1)[O:33][c:30]1[cH:29][cH:28][c:27]2[cH:26][n:25][nH:24][c:32]2[cH:31]1.